This data is from the Open Reaction Database (ORD), a public repository of structured organic reaction records. The task is: describe an organic reaction: reactants, conditions, products, and yield Starting materials: Brc1cccc(-c2ccccc2)n1, Sc1cccc(Br)c1, CC(C)=O, [K+], [K+], O=C([O-])[O-]. Product: Brc1cccc(Sc2cccc(-c3ccccc3)n2)c1. RXN SMILES: [Br:1][c:2]1[n:3][c:4](-[c:8]2[cH:9][cH:10][cH:11][cH:12][cH:13]2)[cH:5][cH:6][cH:7]1.[Br:20][c:21]1[cH:22][c:23]([SH:27])[cH:24][cH:25][cH:26]1.[CH3:28][C:29](=[O:30])[CH3:31].[K+:14].[K+:15].[O-:16][C:17]([O-:18])=[O:19]>>[c:2]1([S:27][c:23]2[cH:22][c:21]([Br:20])[cH:26][cH:25][cH:24]2)[n:3][c:4](-[c:8]2[cH:9][cH:10][cH:11][cH:12][cH:13]2)[cH:5][cH:6][cH:7]1. The reactants are Oc1ccc(Br)cc1, CC(C)(C)[Si](Cl)(c1ccccc1)c1ccccc1, CCN(C=O)CC, CN(C)C=O, [Na+], O=C([O-])O, c1c[nH]cn1. Yields the product CC(C)(C)[Si](Oc1ccc(Br)cc1)(c1ccccc1)c1ccccc1. RXN SMILES: [Br:24][c:25]1[cH:26][cH:27][c:28]([OH:31])[cH:29][cH:30]1.[C:6]([CH3:7])([CH3:8])([CH3:9])[Si:10]([c:11]1[cH:12][cH:13][cH:14][cH:15][cH:16]1)([c:17]1[cH:18][cH:19][cH:20][cH:21][cH:22]1)[Cl:23].[CH2:37]([N:38]([CH2:39][CH3:40])[CH:41]=[O:42])[CH3:43].[CH3:44][N:45]([CH3:46])[CH:47]=[O:48].[Na+:32].[OH:33][C:34](=[O:35])[O-:36].[nH:1]1[cH:2][cH:3][n:4][cH:5]1>>[C:6]([CH3:7])([CH3:8])([CH3:9])[Si:10]([c:11]1[cH:12][cH:13][cH:14][cH:15][cH:16]1)([c:17]1[cH:18][cH:19][cH:20][cH:21][cH:22]1)[O:31][c:28]1[cH:27][cH:26][c:25]([Br:24])[cH:30][cH:29]1. Reactants: O=C[C@H](O)[C@@H](O)[C@H](O)[C@H](O)CO (glucose), C(=O)C(C(=O)OCC)C (ethyl α-formylpropionate). Reaction conditions: temperature 30 celsius, time 3 day. Yields the product OC[C@H](C(=O)OCC)C (ethyl (R)-(-)-3-hydroxy-isobutyrate). As a reaction SMILES: O=C[C@@H]([C@H]([C@@H]([C@@H](CO)O)O)O)O.[CH:13]([CH:15]([CH3:21])[C:16]([O:18][CH2:19][CH3:20])=[O:17])=[O:14]>>[OH:14][CH2:13][C@@H:15]([CH3:21])[C:16]([O:18][CH2:19][CH3:20])=[O:17]. Reported procedure: The yeast Candida humicola NRRL Y-1266 was cultivated on an agar slant with 7.5 ml of medium 1 consisting of 1 wt.% of yeast extract, 1 wt.% of peptone, 2 wt.% of glucose, 1.6 wt.% of agar and 94.4 wt.% of distilled water. After incubation at 30° C. for 3 days the batch was treated with 9 ml of 0.9% (wt./vol.) sodium chloride solution and the cells were suspended. Subsequently, a shaking flask containing 100 ml of medium 1 without the addition of agar (i.e. a medium consisting of 1 wt.% of yeast... Reactants: C, CC(C)(C)OC(=O)c1ccc(-c2ccco2)cc1NC(=O)c1cc(N2CCOCC2)ccc1OCc1ccccc1, CO, CCOC(C)=O, ClC(Cl)Cl, [Pd]. Yields the product CC(C)(C)OC(=O)c1ccc(-c2ccco2)cc1NC(=O)c1cc(N2CCOCC2)ccc1O. Reaction SMILES: [C:54].[CH2:1]([c:2]1[cH:3][cH:4][cH:5][cH:6][cH:7]1)[O:8][c:9]1[c:10]([C:11](=[O:12])[NH:13][c:14]2[c:15]([C:16](=[O:17])[O:18][C:19]([CH3:20])([CH3:21])[CH3:22])[cH:23][cH:24][c:25](-[c:27]3[o:28][cH:29][cH:30][cH:31]3)[cH:26]2)[cH:32][c:33]([N:36]2[CH2:37][CH2:38][O:39][CH2:40][CH2:41]2)[cH:34][cH:35]1.[CH3:46][OH:47].[CH3:48][CH2:49][O:50][C:51](=[O:52])[CH3:53].[CH:42]([Cl:43])([Cl:44])[Cl:45].[Pd:55]>>[OH:8][c:9]1[c:10]([C:11](=[O:12])[NH:13][c:14]2[c:15]([C:16](=[O:17])[O:18][C:19]([CH3:20])([CH3:21])[CH3:22])[cH:23][cH:24][c:25](-[c:27]3[o:28][cH:29][cH:30][cH:31]3)[cH:26]2)[cH:32][c:33]([N:36]2[CH2:37][CH2:38][O:39][CH2:40][CH2:41]2)[cH:34][cH:35]1. Starting materials: [Br-], CCOC(=O)C1(c2ccc(-c3ccc(-c4onc(C)c4CCC=O)cc3)cc2)CC1, [Mg+]Cc1ccccc1, C1CCOC1. The product is CCOC(=O)C1(c2ccc(-c3ccc(-c4onc(C)c4CCC(O)Cc4ccccc4)cc3)cc2)CC1. As a reaction SMILES: [Br-:31].[CH2:1]([CH3:2])[O:3][C:4](=[O:5])[C:6]1([c:9]2[cH:10][cH:11][c:12](-[c:15]3[cH:16][cH:17][c:18](-[c:21]4[c:22]([CH2:27][CH2:28][CH:29]=[O:30])[c:23]([CH3:26])[n:24][o:25]4)[cH:19][cH:20]3)[cH:13][cH:14]2)[CH2:7][CH2:8]1.[CH2:32]([c:33]1[cH:34][cH:35][cH:36][cH:37][cH:38]1)[Mg+:39].[CH2:40]1[O:41][CH2:42][CH2:43][CH2:44]1>>[CH2:1]([CH3:2])[O:3][C:4](=[O:5])[C:6]1([c:9]2[cH:10][cH:11][c:12](-[c:15]3[cH:16][cH:17][c:18](-[c:21]4[c:22]([CH2:27][CH2:28][CH:29]([OH:30])[CH2:32][c:33]5[cH:34][cH:35][cH:36][cH:37][cH:38]5)[c:23]([CH3:26])[n:24][o:25]4)[cH:19][cH:20]3)[cH:13][cH:14]2)[CH2:7][CH2:8]1. Reactants: COC(=O)C(N)CO, CN1CCOCC1, CCN=C=NCCCN(C)C, CCOC(C)=O, Cl, CN(C)C=O, O=C(O)c1cccc(Cl)c1, On1nnc2ccccc21. Product: COC(=O)C(CO)NC(=O)c1cccc(Cl)c1. RXN SMILES: [CH3:12][O:13][C:14]([CH:15]([NH2:16])[CH2:17][OH:18])=[O:19].[CH3:30][N:31]1[CH2:32][CH2:33][O:34][CH2:35][CH2:36]1.[CH3:37][CH2:38][N:39]=[C:40]=[N:41][CH2:42][CH2:43][CH2:44][N:45]([CH3:46])[CH3:47].[CH3:53][CH2:54][O:55][C:56](=[O:57])[CH3:58].[ClH:11].[O:48]=[CH:49][N:50]([CH3:51])[CH3:52].[OH:1][C:2](=[O:3])[c:4]1[cH:5][cH:6][cH:7][c:8]([Cl:9])[cH:10]1.[OH:20][n:21]1[c:22]2[c:23]([cH:24][cH:25][cH:26][cH:27]2)[n:28][n:29]1>>[C:2](=[O:3])([c:4]1[cH:5][cH:6][cH:7][c:8]([Cl:9])[cH:10]1)[NH:16][CH:15]([C:14]([O:13][CH3:12])=[O:19])[CH2:17][OH:18]. Reactants: [F-].[Na+] (sodium fluoride), CO (methanol), FC(OC(C(C(=O)F)(F)F)(F)F)(F)F (3-Trifluoromethoxytetrafluoropropionyl fluoride). Yields the product COC(CCOC(F)(F)F)=O (methyl-3-trifluoromethoxypropionate). The yield is 129.2%. RXN SMILES: [F-:1].[Na+].[F:3][C:4](F)([F:15])[O:5][C:6](F)(F)[C:7](F)(F)[C:8](F)=[O:9].[CH3:17][OH:18]>>[CH3:17][O:18][C:8](=[O:9])[CH2:7][CH2:6][O:5][C:4]([F:15])([F:3])[F:1] |f:0.1|. Procedure details: A 5-L round bottom 3-neck flask equipped with a −78° C. condenser and mechanical stirred was charged with 1025 g of methanol and 300 g of sodium fluoride. 3-Trifluoromethoxytetrafluoropropionyl fluoride (1561 g, 6.7 mol), prepared as described in Example 1 of U.S. Pat. No. 6,482,979 (Hintzer et al.), was added to the flask at −20° C. The reaction mixture was washed with 800 g water and phased split to give 1490 g of methyl-3-trifluoromethoxypropionate for a 91% yield after fractionation. A 5-lit...